The task is: describe an organic reaction: reactants, conditions, products, and yield. This data is from the Open Reaction Database (ORD), a public repository of structured organic reaction records. The reactants are C1(=CC=CC=C1)CCC1=C2C(=NC=C1)NN=C2O (4-(2-phenylethyl)-1H-pyrazolo[3,4-b]-pyridin-3-ol), C([O-])([O-])=O.[K+].[K+] (potassium carbonate), C(C(C)(C)C)(=O)O[C@H]1[C@H](O[C@@H]([C@H]([C@@H]1OC(C(C)(C)C)=O)OC(C(C)(C)C)=O)COC(C(C)(C)C)=O)Br (2,3,4,6-tetra-O-pivaloyl-α-D-glucopyranosyl bromide), C(C)#N (acetonitrile). Run in O (water). Reaction conditions: temperature 50 celsius, time 8 hour. Yields the product C1(=CC=CC=C1)CCC1=C2C(=NC=C1)NN=C2O[C@H]2[C@H](OC(C(C)(C)C)=O)[C@@H](OC(C(C)(C)C)=O)[C@H](OC(C(C)(C)C)=O)[C@H](O2)COC(C(C)(C)C)=O (4-(2-Phenylethyl)-3-(2,3,4,6-tetra-O-pivaloyl-β-D-glucopyranosyloxy)-1H-pyrazolo[3,4-b]pyridine). The yield is 12.1%. As a reaction SMILES: [C:1]1([CH2:7][CH2:8][C:9]2[CH:14]=[CH:13][N:12]=[C:11]3[NH:15][N:16]=[C:17]([OH:18])[C:10]=23)[CH:6]=[CH:5][CH:4]=[CH:3][CH:2]=1.C(=O)([O-])[O-].[K+].[K+].[C:25]([O:31][C@@H:32]1[C@@H:37]([O:38][C:39](=[O:44])[C:40]([CH3:43])([CH3:42])[CH3:41])[C@H:36]([O:45][C:46](=[O:51])[C:47]([CH3:50])([CH3:49])[CH3:48])[C@@H:35]([CH2:52][O:53][C:54](=[O:59])[C:55]([CH3:58])([CH3:57])[CH3:56])[O:34][C@@H:33]1Br)(=[O:30])[C:26]([CH3:29])([CH3:28])[CH3:27].C(#N)C>O>[C:1]1([CH2:7][CH2:8][C:9]2[CH:14]=[CH:13][N:12]=[C:11]3[NH:15][N:16]=[C:17]([O:18][C@@H:33]4[O:34][C@H:35]([CH2:52][O:53][C:54](=[O:59])[C:55]([CH3:58])([CH3:57])[CH3:56])[C@@H:36]([O:45][C:46](=[O:51])[C:47]([CH3:48])([CH3:49])[CH3:50])[C@H:37]([O:38][C:39](=[O:44])[C:40]([CH3:41])([CH3:42])[CH3:43])[C@H:32]4[O:31][C:25](=[O:30])[C:26]([CH3:29])([CH3:27])[CH3:28])[C:10]=23)[CH:6]=[CH:5][CH:4]=[CH:3][CH:2]=1 |f:1.2.3|. Reported procedure: A mixture of 4-(2-phenylethyl)-1H-pyrazolo[3,4-b]-pyridin-3-ol (0.59 g), potassium carbonate (0.68 g), 2,3,4,6-tetra-O-pivaloyl-α-D-glucopyranosyl bromide (1.71 g) and acetonitrile (10 mL) was stirred at 50° C. overnight. The reaction mixture was poured into water, and the resulting mixture was extracted with diethyl ether. The extract was washed with water twice and brine, and dried over an hydrous magnesium sulfate. The solvent was removed under reduced pressure, and the residue was purified b... The reactants are COc1ccccc1N1CCNCC1, CCN(C(C)C)C(C)C, ClCc1nc2cccnc2s1. Product: COc1ccccc1N1CCN(Cc2nc3cccnc3s2)CC1. Reaction SMILES: [CH3:12][O:13][c:14]1[c:15]([N:20]2[CH2:21][CH2:22][NH:23][CH2:24][CH2:25]2)[cH:16][cH:17][cH:18][cH:19]1.[CH:26]([N:27]([CH2:28][CH3:29])[CH:30]([CH3:31])[CH3:32])([CH3:33])[CH3:34].[Cl:1][CH2:2][c:3]1[s:4][c:5]2[n:6][cH:7][cH:8][cH:9][c:10]2[n:11]1>>[CH2:2]([c:3]1[s:4][c:5]2[n:6][cH:7][cH:8][cH:9][c:10]2[n:11]1)[N:23]1[CH2:22][CH2:21][N:20]([c:15]2[c:14]([O:13][CH3:12])[cH:19][cH:18][cH:17][cH:16]2)[CH2:25][CH2:24]1.